Dataset: the Open Reaction Database (ORD), a public repository of structured organic reaction records. Task: describe an organic reaction: reactants, conditions, products, and yield The reactants are COC(C1=C(C=CC=C1[N+](=O)[O-])C=COC)=O (2-(2-methoxy-vinyl)-6-nitro-benzoic acid methyl ester), [Na+].[I-] (NaI), C[Si](C)(C)Cl (TMSCl). The solvent is CC#N (CH3CN). Reaction conditions: time 4 hour. The product is COC(C1=C(C=CC=C1CC=O)[N+](=O)[O-])=O (2-nitro-6-(2-oxo-ethyl)-benzoic acid methyl ester). RXN SMILES: [CH3:1][O:2][C:3](=[O:17])[C:4]1[C:9]([N+:10]([O-:12])=[O:11])=[CH:8][CH:7]=[CH:6][C:5]=1[CH:13]=[CH:14][O:15]C.[Na+].[I-].C[Si](Cl)(C)C>CC#N>[CH3:1][O:2][C:3](=[O:17])[C:4]1[C:5]([CH2:13][CH:14]=[O:15])=[CH:6][CH:7]=[CH:8][C:9]=1[N+:10]([O-:12])=[O:11] |f:1.2|. Procedure details: To a solution of 2-(2-methoxy-vinyl)-6-nitro-benzoic acid methyl ester (Step A, 3.33 g, 14.1 mmol, 1.0 eq) and CH3CN (20 mL) was added NaI (2.3 g, 15.5 mmol, 1.1 eq) and TMSCl (2 mL, 15.5 mmol, 1.1 eq). The reaction was stirred at RT for 4 h, then quenched with saturated NH4Cl and extracted with EtOAc. The organic layer was washed with H2O and brine, dried (MgSO4) and concentrated in vacuo to give a red-orange oil. Purification by silica flash chromatography (0-30% EtOAc:hexane) gave the desired... Starting materials: C(C)OC(C1=CC=C(C=C1)CCBr)=O (4-bromoethyl-benzoic acid ethyl ester), C(C)N1CCNCC1 (N-ethyl piperazine). The solvent is O (water), C1CCOC1 (THF). Reaction conditions: time 16 hour. The product is C(C)OC(C1=CC=C(C=C1)CN1CCN(CC1)CC)=O (4-(4-ethyl piperazin-1-ylmethyl)-benzoic acid ethyl ester). Isolated yield 101.3%. RXN SMILES: [CH2:1]([O:3][C:4](=[O:14])[C:5]1[CH:10]=[CH:9][C:8]([CH2:11]CBr)=[CH:7][CH:6]=1)[CH3:2].[CH2:15]([N:17]1[CH2:22][CH2:21][NH:20][CH2:19][CH2:18]1)[CH3:16]>C1COCC1.O>[CH2:1]([O:3][C:4](=[O:14])[C:5]1[CH:6]=[CH:7][C:8]([CH2:11][N:20]2[CH2:21][CH2:22][N:17]([CH2:15][CH3:16])[CH2:18][CH2:19]2)=[CH:9][CH:10]=1)[CH3:2]. Procedure: To a solution of 4-bromoethyl-benzoic acid ethyl ester (4.0 g, 16.46 mmol) in THF (30 mL), N-ethyl piperazine (3.76 g, 32.92 mmol) was added and the reaction mixture was stirred for 16 h at room temperature. The reaction mixture was diluted with water and the product was extracted with ethyl acetate. The combined organic layers were washed with water, brine, and dried over Na2SO4. The solvent was removed to give 4.61 g of crude 4-(4-ethyl piperazin-1-ylmethyl)-benzoic acid ethyl ester (100% yiel... Reactants: C[O-].[Na+] (sodium methanolate), C(C)OC1=CC(=C(CN2N=C(C3=C2CCC3)C#N)C(=C1)F)F (1-(4-ethoxy-2,6-difluorobenzyl)-1,4,5,6-tetrahydrocyclopenta[c]-pyrazole-3-carbonitrile), C(C)(=O)O (acetic acid), [Cl-].[NH4+] (ammonium chloride). The solvent is CO (methanol), CO (methanol). Reaction conditions: time 4 hour. The product is C(C)OC1=CC(=C(CN2N=C(C3=C2CCC3)C(N)=N)C(=C1)F)F (1-(4-ethoxy-2,6-difluorobenzyl)-1,4,5,6-tetrahydrocyclopenta[c]-pyrazole-3-carboximidamide). Reaction SMILES: [CH2:1]([O:3][C:4]1[CH:20]=[C:19]([F:21])[C:7]([CH2:8][N:9]2[C:13]3[CH2:14][CH2:15][CH2:16][C:12]=3[C:11]([C:17]#[N:18])=[N:10]2)=[C:6]([F:22])[CH:5]=1)[CH3:2].C[O-].[Na+].C(O)(=O)C.[Cl-].[NH4+:31]>CO>[CH2:1]([O:3][C:4]1[CH:5]=[C:6]([F:22])[C:7]([CH2:8][N:9]2[C:13]3[CH2:14][CH2:15][CH2:16][C:12]=3[C:11]([C:17](=[NH:31])[NH2:18])=[N:10]2)=[C:19]([F:21])[CH:20]=1)[CH3:2] |f:1.2,4.5|. Reported procedure: 7.73 g of 1-(4-ethoxy-2,6-difluorobenzyl)-1,4,5,6-tetrahydrocyclopenta[c]-pyrazole-3-carbonitrile 1-1-1 (25.5 mmol, 1.00 eq) were suspended in 100 mL methanol. 7.65 mL sodium methanolate in methanol (2.23 g, 41.3 mmol, 1.62 eq.) were added at rt. The reaction mixture was stirred for 4 h at rt. 2.36 mL acetic acid (2.45 g, 41.3 mmol, 1.62 eq.) and 2.05 g ammonium chloride (38.2 mmol, 1.50 eq.) were added and the reaction mixture was stirred at 50° C. for two days. The mixture was concentrated in ... Starting materials: Cl (HCl), NC=1C(=NC=NC1)C (5-amino-4-methylpyrimidine), [Li]CCCC (n-BuLi), COC(C1=C(C=CC=C1)F)=O (methyl-2-fluorobenzoate), C(=O)(O)[O-].[Na+] (NaHCO3). The solvent is C(C)(=O)OCC (ethyl acetate), O (water), CO (methanol), C1CCOC1 (THF). Run at temperature -20 celsius, time 30 minute. Product: FC1=C(C=CC=C1)C1=CC=2N=CN=CC2N1 (6-(2-fluorophenyl)-5H-pyrrolo[3,2-d]pyrimidine). Yield: 51.4%. RXN SMILES: [NH2:1][C:2]1[C:3]([CH3:8])=[N:4][CH:5]=[N:6][CH:7]=1.[Li]CCCC.CO[C:16](=O)[C:17]1[CH:22]=[CH:21][CH:20]=[CH:19][C:18]=1[F:23].Cl.C([O-])(O)=O.[Na+]>C1COCC1.C(OCC)(=O)C.O.CO>[F:23][C:18]1[CH:19]=[CH:20][CH:21]=[CH:22][C:17]=1[C:16]1[NH:1][C:2]2[CH:7]=[N:6][CH:5]=[N:4][C:3]=2[CH:8]=1 |f:4.5|. Reported procedure: 5-amino-4-methylpyrimidine (5 g, 45 mmol) was dissolved in 200 mL THF and cooled to −20° C. A solution of n-BuLi (112.5 mmol) was added over 10 minutes and the solution was kept at −20° C. for 30 min, then warmed to room temp and stirred for 3 h. It was then cooled to −40° C. and to it was added methyl-2-fluorobenzoate (1.75 mL, 13.7 mmol) and the solution stirred at −40° C. for 30 min and then warmed to room temp for 1 h. 50 mL of methanol was then added over 5 min, followed by 6N aq HCl. The s...